Task: describe an organic reaction: reactants, conditions, products, and yield. Dataset: the Open Reaction Database (ORD), a public repository of structured organic reaction records The reactants are Cc1ccc(Br)cc1C#N, CC#N, CC(C)(C)OC(=O)NC1(C(=O)NC(Cc2ccc(B3OC(C)(C)C(C)(C)O3)cc2)C(N)=O)CCOCC1, [Na+], [Na+], O=C([O-])[O-]. Yields the product Cc1ccc(-c2ccc(CC(NC(=O)C3(NC(=O)OC(C)(C)C)CCOCC3)C(N)=O)cc2)cc1C#N. Reaction SMILES: [Br:38][c:39]1[cH:40][cH:41][c:42]([CH3:47])[c:43]([C:44]#[N:45])[cH:46]1.[CH3:54][C:55]#[N:56].[NH2:1][C:2]([CH:3]([CH2:4][c:5]1[cH:6][cH:7][c:8]([B:11]2[O:12][C:13]([CH3:14])([CH3:15])[C:16]([CH3:17])([CH3:18])[O:19]2)[cH:9][cH:10]1)[NH:20][C:21](=[O:22])[C:23]1([NH:29][C:30]([O:31][C:32]([CH3:33])([CH3:34])[CH3:35])=[O:36])[CH2:24][CH2:25][O:26][CH2:27][CH2:28]1)=[O:37].[Na+:48].[Na+:49].[O-:50][C:51](=[O:52])[O-:53]>>[NH2:1][C:2]([CH:3]([CH2:4][c:5]1[cH:6][cH:7][c:8](-[c:39]2[cH:40][cH:41][c:42]([CH3:47])[c:43]([C:44]#[N:45])[cH:46]2)[cH:9][cH:10]1)[NH:20][C:21](=[O:22])[C:23]1([NH:29][C:30]([O:31][C:32]([CH3:33])([CH3:34])[CH3:35])=[O:36])[CH2:24][CH2:25][O:26][CH2:27][CH2:28]1)=[O:37].